Task: describe an organic reaction: reactants, conditions, products, and yield. Dataset: the Open Reaction Database (ORD), a public repository of structured organic reaction records Starting materials: [N+](=O)([O-])[O-].[Pd+2].[N+](=O)([O-])[O-] (palladium (II) nitrate), C(C)(=O)[O-].[Pd+2].C(C)(=O)[O-] (palladium (II) acetate), OS(=O)(=O)C(F)(F)F (triflic acid). The product is [O-]S(=O)(=O)C(F)(F)F.[Pd+2].[O-]S(=O)(=O)C(F)(F)F (palladium triflate). As a reaction SMILES: [N+]([O-])([O-])=O.[Pd+2:5].[N+]([O-])([O-])=O.C([O-])(=O)C.[Pd+2].C([O-])(=O)C.[OH:19][S:20]([C:23]([F:26])([F:25])[F:24])(=[O:22])=[O:21]>>[O-:22][S:20]([C:23]([F:26])([F:25])[F:24])(=[O:21])=[O:19].[Pd+2:5].[O-:22][S:20]([C:23]([F:26])([F:25])[F:24])(=[O:21])=[O:19] |f:0.1.2,3.4.5,7.8.9|. Procedure: Palladium triflate [Pd(Tfo)2 ] was prepared from wet palladium (II) nitrate [Pd(NO3)2 ] or palladium (II) acetate [Pd(AcO)2 ] with excess of triflic acid [TfOH] at room temperature (typically about 18 to about 30° C.). The liquid was evaporated from the reaction mixture under vacuum at 150 ° C and dry palladium triflate was obtained and stored under inert gas for further use as a catalyst in the aryl coupling reactions. Run in CN(C=O)C (dimethylformamide). Reaction SMILES: CS(O[CH2:6][CH:7]1[CH2:12][CH2:11][N:10]([C:13]([O:15][C:16]([CH3:19])([CH3:18])[CH3:17])=[O:14])[CH2:9][CH2:8]1)(=O)=O.[N-:20]=[N+:21]=[N-:22].[Na+]>CN(C)C=O>[N:20]([CH2:6][CH:7]1[CH2:12][CH2:11][N:10]([C:13]([O:15][C:16]([CH3:19])([CH3:18])[CH3:17])=[O:14])[CH2:9][CH2:8]1)=[N+:21]=[N-:22] |f:1.2|. Procedure details: Tertiary butyl 4-((methylsulfonyloxy)methyl)piperidine-1-carboxylate (48 g, 163.6 mmol) was dissolved in dimethylformamide (500 mL) and sodium azide (19.15 g, 295 mmol) was added thereto, followed by stirring at 120° C. for 6 hours. After the reaction was completed, the reactants were cooled to room temperature, extracted with ethyl acetate and water, dried over anhydrous magnesium sulfate, and concentrated under reduced pressure to afford the title compound (35 g, 89%). Yields the product N(=[N+]=[N-])CC1CCN(CC1)C(=O)OC(C)(C)C (Tertiary Butyl 4-(azidomethyl)piperidine-1-carboxylate). Isolated yield 89.0%. The reactants are CS(=O)(=O)OCC1CCN(CC1)C(=O)OC(C)(C)C (Tertiary butyl 4-((methylsulfonyloxy)methyl)piperidine-1-carboxylate), [N-]=[N+]=[N-].[Na+] (sodium azide). Reaction conditions: temperature 120 celsius, time 6 hour. Reagents/catalysts: CN(C)C=1C=CN=CC1 (DMAP). As a reaction SMILES: C1N=CN(C(N2C=N[CH:10]=[CH:9]2)=O)C=1.CC(OC)(C)C.[C:19]([C:21]([C:24]1[CH:29]=[CH:28][C:27]([CH2:30][CH2:31][C@@:32]([CH:38]2[CH2:42][CH2:41][CH2:40][CH2:39]2)([OH:37])[CH2:33]C(O)=O)=[CH:26][C:25]=1[F:43])([CH3:23])[CH3:22])#[N:20].[C:44]([O-])(=[O:49])[CH2:45][C:46]([O-:48])=[O:47].C([Mg+2])C>CN(C1C=CN=CC=1)C.C1COCC1>[C:19]([C:21]([C:24]1[CH:29]=[CH:28][C:27]([CH2:30][CH2:31][C@@:32]([CH:38]2[CH2:42][CH2:41][CH2:40][CH2:39]2)([OH:37])[CH2:33][C:44](=[O:49])[CH2:45][C:46]([O:48][CH2:9][CH3:10])=[O:47])=[CH:26][C:25]=1[F:43])([CH3:23])[CH3:22])#[N:20] |f:3.4|. Conditions: temperature 40 celsius, time 30 minute. The reactants are 1-L, C1=CN(C=N1)C(=O)N2C=CN=C2 (CDI), CC(C)(C)OC (MTBE), acyl-imidazole, 1-L, ethyl magnesium malonate, CC(C)(C)OC (MTBE), C(#N)C(C)(C)C1=C(C=C(C=C1)CC[C@](CC(=O)O)(O)C1CCCC1)F ((3R)-5-[4-(1-cyano-1-methylethyl)-3-fluorophenyl]-3-cyclopentyl-3-hydroxypentanoic acid). Solvent: C1CCOC1 (THF), C1CCOC1 (THF). The product is C(#N)C(C)(C)C1=C(C=C(C=C1)CC[C@](CC(CC(=O)OCC)=O)(O)C1CCCC1)F (ethyl (5R)-7-[4-(1-cyano-1-methylethyl)-3-fluorophenyl]-5-cyclopentyl-5-hydroxy-3-oxoheptanoate). Reported procedure: A 1-L, 3-neck flask was charged with CDI (29.00 g, 0.179 moles), DMAP (733 mg, 0.006 moles), and MTBE (70 mL) (notes 1, 2). An MTBE solution of (3R)-5-[4-(1-cyano-1-methylethyl)-3-fluorophenyl]-3-cyclopentyl-3-hydroxypentanoic acid (41.28 g, 0.119 moles, 170 mL) was added to the stirred mixture over a 30 minute period. The addition funnel was rinsed with THF (5 mL) and the rinse was added to the reaction mixture. The mixture was stirred for 30 min and an aliquot was removed and analyzed by HPLC.... Reactants: [Li+], COC(=O)c1cccc(CN2C(=O)C3(COc4cc5c(cc43)OCCO5)c3ccccc32)c1, C1CCOC1, [OH-], O. Product: O=C(O)c1cccc(CN2C(=O)C3(COc4cc5c(cc43)OCCO5)c3ccccc32)c1. RXN SMILES: [Li+:34].[O:1]=[C:2]1[N:3]([CH2:23][c:24]2[cH:25][c:26]([C:27](=[O:28])[O:29][CH3:30])[cH:31][cH:32][cH:33]2)[c:4]2[cH:5][cH:6][cH:7][cH:8][c:9]2[C:10]12[CH2:11][O:12][c:13]1[cH:14][c:15]3[c:16]([cH:21][c:22]12)[O:17][CH2:18][CH2:19][O:20]3.[O:36]1[CH2:37][CH2:38][CH2:39][CH2:40]1.[OH-:35].[OH2:41]>>[O:1]=[C:2]1[N:3]([CH2:23][c:24]2[cH:25][c:26]([C:27](=[O:28])[OH:29])[cH:31][cH:32][cH:33]2)[c:4]2[cH:5][cH:6][cH:7][cH:8][c:9]2[C:10]12[CH2:11][O:12][c:13]1[cH:14][c:15]3[c:16]([cH:21][c:22]12)[O:17][CH2:18][CH2:19][O:20]3. Starting materials: CC(CCN)C (3-Methylbutylamine), OC[C@H]1N(CCC1)CC(C)N1C2=CC=CC=C2SC=2C=CC(=CC12)C(N)=S (10-{1-[(2S)-2-hydroxymethyl-1-pyrrolidinyl]-2-propyl}-2-phenothiazinecarbothioamide), C(C)O (ethanol). Run at time 16 hour. Yields the product OC[C@H]1N(CCC1)CC(C)N1C2=CC=CC=C2SC=2C=CC(=CC12)C(=O)NCCC(C)C (10-{1-[(2S)-2-hydroxymethyl-1-pyrrolidinyl]-2-propyl}-N-(3-methylbutyl)-2-phenothiazinecarboxamide). RXN SMILES: [CH3:1][CH:2]([CH3:6])[CH2:3][CH2:4]N.[OH:7][CH2:8][C@@H:9]1[CH2:13][CH2:12][CH2:11][N:10]1[CH2:14][CH:15]([N:17]1[C:30]2[CH:29]=[C:28]([C:31](=S)[NH2:32])[CH:27]=[CH:26][C:25]=2[S:24][C:23]2[C:18]1=[CH:19][CH:20]=[CH:21][CH:22]=2)[CH3:16].C([OH:36])C>>[OH:7][CH2:8][C@@H:9]1[CH2:13][CH2:12][CH2:11][N:10]1[CH2:14][CH:15]([N:17]1[C:30]2[CH:29]=[C:28]([C:31]([NH:32][CH2:4][CH2:3][CH:2]([CH3:6])[CH3:1])=[O:36])[CH:27]=[CH:26][C:25]=2[S:24][C:23]2[C:18]1=[CH:19][CH:20]=[CH:21][CH:22]=2)[CH3:16]. Reported procedure: 3-Methylbutylamine (1.74 cc) is added to a solution of 10-{1-[(2S)-2-hydroxymethyl-1-pyrrolidinyl]-2-propyl}-2-phenothiazinecarbothioamide, L series (1.20 g) in absolute ethanol (20 cc). The mixture is brought to 150° C. for 16 hours and then concentrated to dryness under reduced pressure (30 mm Hg; 4 kPa) at 50° C. The residue is diluted with ethyl acetate (100 cc), washed with distilled water (2×50 cc), dried over magnesium sulphate and then concentrated to dryness under reduced pressure (30 m... Starting materials: [Al+3], O=C(O)c1ccccc1C(=O)c1ccc(Br)cc1, [H-], [H-], [H-], [H-], [Li+], [Na+], [Na+], O=S(=O)([O-])[O-], C1CCOC1. The product is O=Cc1ccccc1C(=O)c1ccc(Br)cc1. As a reaction SMILES: [Al+3:2].[Br:7][c:8]1[cH:9][cH:10][c:11]([C:12](=[O:13])[c:14]2[c:15]([C:16](=[O:17])[OH:18])[cH:19][cH:20][cH:21][cH:22]2)[cH:23][cH:24]1.[H-:1].[H-:4].[H-:5].[H-:6].[Li+:3].[Na+:25].[Na+:26].[O-:27][S:28](=[O:29])(=[O:30])[O-:31].[O:32]1[CH2:33][CH2:34][CH2:35][CH2:36]1>>[Br:7][c:8]1[cH:9][cH:10][c:11]([C:12](=[O:13])[c:14]2[c:15]([CH:16]=[O:17])[cH:19][cH:20][cH:21][cH:22]2)[cH:23][cH:24]1. Starting materials: ( 2 ), BrC1=C(C=C(C=C1)N=C=S)OC (1-bromo-4-isothiocyanato-2-methoxybenzene), N (ammonia). Run in CO (methanol). Reaction conditions: time 4 hour. Yields the product BrC1=C(C=C(C=C1)NC(=S)N)OC (1-(4-bromo-3-methoxyphenyl)thiourea). The yield is 100.0%. As a reaction SMILES: [Br:1][C:2]1[CH:7]=[CH:6][C:5]([N:8]=[C:9]=[S:10])=[CH:4][C:3]=1[O:11][CH3:12].[NH3:13]>CO>[Br:1][C:2]1[CH:7]=[CH:6][C:5]([NH:8][C:9]([NH2:13])=[S:10])=[CH:4][C:3]=1[O:11][CH3:12]. Reported procedure: Step P (2): To a solution of 1-bromo-4-isothiocyanato-2-methoxybenzene (0.46 g, 1.884 mmol) in methanol (5 mL) was added methanolic ammonia (2.0 M, 4.7). The resulting mixture was stirred at rt for 4 h. The crude mixture was concentrated in vacuo. The solid was dried under high vacuum to afford 0.49 g (100% yield) the titled compound as a white solid. LC-MS (M+H)+ 263.0. 1H NMR (400 MHz, methanol-d4) δ ppm 7.48 (d, J=8.31 Hz, 1 H) 7.21 (br. s., 1 H) 6.78 (dd, J=8.31, 2.27 Hz, 1 H) 3.85 (s, 3 H).... Yields the product Cc1ccc(C(C)(C)C(=O)c2cnn3c2N(Cc2ccccc2)C(c2ccccc2)CC3(C)C)cc1. The reactants are Cc1ccc(C(C)C(=O)c2cnn3c2N(Cc2ccccc2)C(c2ccccc2)CC3(C)C)cc1, C1CCOC1, [Li]CCCC, CC(C)NC(C)C, CI. RXN SMILES: [CH2:13]([c:14]1[cH:15][cH:16][cH:17][cH:18][cH:19]1)[N:20]1[c:21]2[n:22]([n:34][cH:35][c:36]2[C:37]([CH:38]([CH3:39])[c:40]2[cH:41][cH:42][c:43]([CH3:46])[cH:44][cH:45]2)=[O:47])[C:23]([CH3:32])([CH3:33])[CH2:24][CH:25]1[c:26]1[cH:27][cH:28][cH:29][cH:30][cH:31]1.[CH2:50]1[O:51][CH2:52][CH2:53][CH2:54]1.[CH2:8]([Li:9])[CH2:10][CH2:11][CH3:12].[CH:1]([NH:2][CH:3]([CH3:4])[CH3:5])([CH3:6])[CH3:7].[I:48][CH3:49]>>[CH3:1][C:38]([C:37]([c:36]1[c:21]2[n:22]([n:34][cH:35]1)[C:23]([CH3:32])([CH3:33])[CH2:24][CH:25]([c:26]1[cH:27][cH:28][cH:29][cH:30][cH:31]1)[N:20]2[CH2:13][c:14]1[cH:15][cH:16][cH:17][cH:18][cH:19]1)=[O:47])([CH3:39])[c:40]1[cH:41][cH:42][c:43]([CH3:46])[cH:44][cH:45]1. Starting materials: Cl (HCl), Cl.Cl.NCC(CN)(O)C1=CC=CC=C1 (1,3-diamino-2-phenylpropan-2-ol dihydrochloride), C(=O)OCC (ethyl formate), O (water). The solvent is C(C)O (ethanol), CO (CH3OH). Run at temperature 100 celsius. The product is Cl.OC1(CN=CNC1)C1=CC=CC=C1 (5-hydroxy-5-phenyl-1,4,5,6-tetrahydropyrimidine hydrochloride). Isolated yield 84.0%. Reaction SMILES: [ClH:1].Cl.[NH2:3][CH2:4][C:5]([C:9]1[CH:14]=[CH:13][CH:12]=[CH:11][CH:10]=1)([OH:8])[CH2:6][NH2:7].[CH:15](OCC)=O.O.Cl>C(O)C.CO>[ClH:1].[OH:8][C:5]1([C:9]2[CH:14]=[CH:13][CH:12]=[CH:11][CH:10]=2)[CH2:4][NH:3][CH:15]=[N:7][CH2:6]1 |f:0.1.2,8.9|. Procedure: A mixture consisting of 5.56 g (0.0335 mol) of 1,3-diamino-2-phenylpropan-2-ol dihydrochloride (m.p. (inst.)=242° C.) and 2.479 g (0.0335 mol; 2.7 ml) of ethyl formate is heated at 100° C. for 3 h. It is then heated at 100° C. under reduced pressure (vacuum obtained by means of a water-jet pump) for 1 h. The reaction medium is cooled, taken up with CH3OH, acidified with ethanol containing HCl and evaporated to dryness, and the evaporation residue is triturated with ether, acetone and chloroform.... Starting materials: C1(CC1)S(=O)(=O)C1=CC=C(C=C1)C(CC1CCOCC1)C1=CC=C(N1)C1=CC=C(C=N1)CO ([6-(5-{1-[4-(cyclopropylsulfonyl)phenyl]-2-(tetrahydro-2H-pyran-4-yl)ethyl}-1H-pyrrol-2-yl)pyridin-3-yl]methanol), CC(C#N)(O)C (acetone cyanohydrin), C(CCC)P(CCCC)CCCC (tributylphosphine), N(=NC(=O)N1CCCCC1)C(=O)N1CCCCC1 (1,1′-(azodicarbonyl)dipiperidine). The solvent is C(C)(=O)OCC (ethyl acetate), O1CCCC1 (tetrahydrofuran). Conditions: time 12 hour. Product: C1(CC1)S(=O)(=O)C1=CC=C(C=C1)C(CC1CCOCC1)C1=CC=C(N1)C1=CC=C(C=N1)CC#N ([6-(5-{1-[4-(cyclopropylsulfonyl)phenyl]-2-(tetrahydro-2H-pyran-4-yl)ethyl}-1H-pyrrol-2-yl)pyridin-3-yl]acetonitrile). Yield: 22.8%. RXN SMILES: [CH:1]1([S:4]([C:7]2[CH:12]=[CH:11][C:10]([CH:13]([C:21]3[NH:25][C:24]([C:26]4[N:31]=[CH:30][C:29]([CH2:32]O)=[CH:28][CH:27]=4)=[CH:23][CH:22]=3)[CH2:14][CH:15]3[CH2:20][CH2:19][O:18][CH2:17][CH2:16]3)=[CH:9][CH:8]=2)(=[O:6])=[O:5])[CH2:3][CH2:2]1.CC(C)(O)[C:36]#[N:37].C(P(CCCC)CCCC)CCC.N(C(N1CCCCC1)=O)=NC(N1CCCCC1)=O>O1CCCC1.C(OCC)(=O)C>[CH:1]1([S:4]([C:7]2[CH:8]=[CH:9][C:10]([CH:13]([C:21]3[NH:25][C:24]([C:26]4[N:31]=[CH:30][C:29]([CH2:32][C:36]#[N:37])=[CH:28][CH:27]=4)=[CH:23][CH:22]=3)[CH2:14][CH:15]3[CH2:16][CH2:17][O:18][CH2:19][CH2:20]3)=[CH:11][CH:12]=2)(=[O:6])=[O:5])[CH2:3][CH2:2]1. Reported procedure: To a solution of [6-(5-{1-[4-(cyclopropylsulfonyl)phenyl]-2-(tetrahydro-2H-pyran-4-yl)ethyl}-1H-pyrrol-2-yl)pyridin-3-yl]methanol (0.500 g) in tetrahydrofuran (10 mL) were added acetone cyanohydrin (202 mg), tributylphosphine (466 mg) and 1,1′-(azodicarbonyl)dipiperidine (540 mg), and the mixture was stirred at room temperature for 12 hr. The reaction mixture was suspended in ethyl acetate and filtered to remove the precipitate, and the filtrate, and the suspension was concentrated under reduced...